This data is from the Open Reaction Database (ORD), a public repository of structured organic reaction records. The task is: describe an organic reaction: reactants, conditions, products, and yield Reactants: N[C@@H](C(=O)O)CCCCC ((R)-2-aminoheptanoic acid), N[C@H](C(=O)O)CCCC ((S)-2-aminohexanoic acid), NC(C(=O)O)CCCCCC ((RS)-2-aminooctanoic acid), dimethyl esters, N[C@@H](CC(=O)O)C(=O)O ((S)-aspartic acid), N[C@@H](C(=O)O)CCCCCC ((R)-2-aminooctanoic acid). Product: N[C@@H](CCC(N)=O)C(=O)O ((S)-glutamine), 2-[4-(2(R)-carboxypyrrolidine-1-sulfonyl)benzoylamino]butane-(S)-dioic acid. As a reaction SMILES: [NH2:1][C@H:2]([C:7]([OH:9])=[O:8])[CH2:3][C:4](O)=O.N[C@@H](CCCC)[C:12]([OH:14])=O.[NH2:19][C@H](CCCCC)C(O)=O.N[C@H](CCCCCC)C(O)=O.NC(CCCCCC)C(O)=O>>[NH2:1][C@H:2]([C:7]([OH:9])=[O:8])[CH2:3][CH2:4][C:12](=[O:14])[NH2:19]. Procedure: In a similar manner using the dimethyl esters of (S)-aspartic acid, (S)-2-aminohexanoic acid, (R)-2-aminoheptanoic acid, (R)-2-aminooctanoic acid, (RS)-2-aminooctanoic acid, and the methyl ester of (S)-glutamine in place of (S)-glutamic acid dimethyl ester, there were obtained 2-[4-(2(R)-carboxypyrrolidine-1-sulfonyl)benzoylamino]butane-(S)-dioic acid, MS: calc. 414, obs. 415 (M+H), 2-[4-(2(R)-carboxypyrrolidine-1-sulfonyl)benzoylamino]hexane-(S)-dioic acid, MS: calc. 442, obs. 443 (M+H), 2-[4-(... Starting materials: Oc1ccc(Br)nc1F, CC(C)OC(=O)N1CCC(COS(C)(=O)=O)CC1, [K+], [K+], O=C([O-])[O-], CN(C)C=O. The product is CC(C)OC(=O)N1CCC(COc2ccc(Br)nc2F)CC1. RXN SMILES: [Br:1][c:2]1[cH:3][cH:4][c:5]([OH:9])[c:6]([F:8])[n:7]1.[CH3:10][S:11]([O:12][CH2:15][CH:16]1[CH2:17][CH2:18][N:19]([C:22](=[O:23])[O:24][CH:25]([CH3:26])[CH3:27])[CH2:20][CH2:21]1)(=[O:13])=[O:14].[K+:28].[K+:29].[O-:30][C:31]([O-:32])=[O:33].[O:34]=[CH:35][N:36]([CH3:37])[CH3:38]>>[Br:1][c:2]1[cH:3][cH:4][c:5]([O:9][CH2:15][CH:16]2[CH2:17][CH2:18][N:19]([C:22](=[O:23])[O:24][CH:25]([CH3:26])[CH3:27])[CH2:20][CH2:21]2)[c:6]([F:8])[n:7]1. Reactants: C1(=CC=CC=C1)C(C(=O)Cl)C1=CC=CC=C1 (diphenylacetyl chloride), COCCCCN (4-methoxy-butylamine). Yields the product COCCCCNC(C(C1=CC=CC=C1)C1=CC=CC=C1)=O (N-(4-Methoxy-butyl)-2,2-diphenyl-acetamide). RXN SMILES: [C:1]1([CH:7]([C:11]2[CH:16]=[CH:15][CH:14]=[CH:13][CH:12]=2)[C:8](Cl)=[O:9])[CH:6]=[CH:5][CH:4]=[CH:3][CH:2]=1.[CH3:17][O:18][CH2:19][CH2:20][CH2:21][CH2:22][NH2:23]>>[CH3:17][O:18][CH2:19][CH2:20][CH2:21][CH2:22][NH:23][C:8](=[O:9])[CH:7]([C:11]1[CH:16]=[CH:15][CH:14]=[CH:13][CH:12]=1)[C:1]1[CH:6]=[CH:5][CH:4]=[CH:3][CH:2]=1. Reported procedure: The title compound, white solid, m.p. 75.5-76.8° C. and MS: m/e=298 (M+H+) was prepared in accordance with the general method of example 1 from diphenylacetyl chloride and 4-methoxy-butylamine. Reactants: [OH-].[K+] (Potassium hydroxide), N(=O)OCCCC (butyl nitrite), O(C1=CC=CC=C1)C1=C(CC#N)C=CC=C1 (2-phenoxybenzyl cyanide), Cl (hydrochloric acid). Run in C1(=CC=CC=C1)C (toluene), O (water). Reaction conditions: time 16 hour. Product: O(C1=CC=CC=C1)C1=C(C(=NO)C#N)C=CC=C1 (2-phenoxy-α-hydroxyiminobenzyl cyanide). Isolated yield 78002.1%. As a reaction SMILES: [OH-].[K+].[N:3](OCCCC)=[O:4].[O:10]([C:17]1[CH:25]=[CH:24][CH:23]=[CH:22][C:18]=1[CH2:19][C:20]#[N:21])[C:11]1[CH:16]=[CH:15][CH:14]=[CH:13][CH:12]=1.Cl>O.C1(C)C=CC=CC=1>[O:10]([C:17]1[CH:25]=[CH:24][CH:23]=[CH:22][C:18]=1[C:19]([C:20]#[N:21])=[N:3][OH:4])[C:11]1[CH:12]=[CH:13][CH:14]=[CH:15][CH:16]=1 |f:0.1|. Procedure details: 85% Potassium hydroxide (3.96 g, 0.06 mol), toluene (100 ml) and butyl nitrite (6.19 g, 0.06 mmol) were added to 2-phenoxybenzyl cyanide (10.46 g, 0.05 mol). The mixture was stirred at room temperature for 16 hours. After completion of the reaction, water (100 ml) was added. The mixture was neutralized with hydrochloric acid, extracted with ether (150 ml), dried over anhydrous magnesium sulfate and concentrated under reduced pressure. The resulting residue was purified by silica gel chromatograp... Reactants: [Al+3], C1CCOC1, [H-], [H-], [H-], [H-], [Li+], [Na+], [OH-], CCOC(=O)CC1CCCc2c1cnn2-c1ccccc1. Yields the product OCCC1CCCc2c1cnn2-c1ccccc1. Reaction SMILES: [Al+3:24].[CH2:30]1[O:31][CH2:32][CH2:33][CH2:34]1.[H-:22].[H-:25].[H-:26].[H-:27].[Li+:23].[Na+:29].[OH-:28].[c:1]1(-[n:7]2[n:8][cH:9][c:10]3[c:15]2[CH2:14][CH2:13][CH2:12][CH:11]3[CH2:16][C:17](=[O:18])[O:19][CH2:20][CH3:21])[cH:2][cH:3][cH:4][cH:5][cH:6]1>>[c:1]1(-[n:7]2[n:8][cH:9][c:10]3[c:15]2[CH2:14][CH2:13][CH2:12][CH:11]3[CH2:16][CH2:17][OH:18])[cH:2][cH:3][cH:4][cH:5][cH:6]1.